Dataset: the Open Reaction Database (ORD), a public repository of structured organic reaction records. Task: describe an organic reaction: reactants, conditions, products, and yield Starting materials: F[B-](F)(F)F.O=[N+]=O (Nitronium tetrafluoroborate), CC(C(=O)N1CCCC1)(C)C=1SC=C(C1)C (1-[2-methyl-2-(4-methyl-2-thienyl)propanoyl]pyrrolidine), O (water). Solvent: C(OC)COC (dimethoxy ethane). The product is CC(C(=O)N1CCCC1)(C)C=1SC(=C(C1)C)[N+](=O)[O-] (1-[2-methyl-2-(4-methyl-5-nitro-2-thienyl)propanoyl]pyrrolidine). Reaction SMILES: F[B-](F)(F)F.[O:6]=[N+:7]=[O:8].[CH3:9][C:10]([C:19]1[S:20][CH:21]=[C:22]([CH3:24])[CH:23]=1)([CH3:18])[C:11]([N:13]1[CH2:17][CH2:16][CH2:15][CH2:14]1)=[O:12].O>C(COC)OC>[CH3:18][C:10]([C:19]1[S:20][C:21]([N+:7]([O-:8])=[O:6])=[C:22]([CH3:24])[CH:23]=1)([CH3:9])[C:11]([N:13]1[CH2:17][CH2:16][CH2:15][CH2:14]1)=[O:12] |f:0.1|. Reported procedure: Nitronium tetrafluoroborate (0.168 g, 1.26 mmol) was added to a solution of 1-[2-methyl-2-(4-methyl-2-thienyl)propanoyl]pyrrolidine (0.145 g, 0.61 mmol) in dimethoxy ethane (5 ml) cooled to −50 C. The mixture was allowed to warm to −30 C over 1 hour. The mixture was poured into water and extracted with ethyl acetate. The organic layer was separated and washed sequentially with a saturated solution of sodium bicarbonate and then with a saturated brine solution. The ethyl acetate solution was drie...